This data is from the Open Reaction Database (ORD), a public repository of structured organic reaction records. The task is: describe an organic reaction: reactants, conditions, products, and yield The reactants are Cl (HCl), CC(C)(C)OC(=O)N1N=CC[C@H]1C(=O)O ((5S)-1-{[(1,1-dimethylethyl)oxy]carbonyl}-4,5-dihydro-1H-pyrazole-5-carboxylic acid), CCOCC (ether). Run in O1CCCC1 (tetrahydrofuran). Reaction conditions: time 18 hour. Yields the product Cl.N1N=CC[C@H]1C(=O)O ((5S)-4,5-dihydro-1H-pyrazole-5-carboxylic acid, hydrochloride). Isolated yield 93.7%. RXN SMILES: CC(OC([N:8]1[C@H:12]([C:13]([OH:15])=[O:14])[CH2:11][CH:10]=[N:9]1)=O)(C)C.[ClH:16].CCOCC>O1CCCC1>[ClH:16].[NH:8]1[C@H:12]([C:13]([OH:15])=[O:14])[CH2:11][CH:10]=[N:9]1 |f:4.5|. Procedure details: To a 2000 ml round bottom flask was added (5S)-1-{[(1,1-dimethylethyl)oxy]carbonyl}-4,5-dihydro-1H-pyrazole-5-carboxylic acid (34 g, 159 mmol) in tetrahydrofuran (THF) (600 mL), followed by HCl (397 mL, 1587 mmol) (4 M in dioxane). The mixture was stirred at room temperature for 18 hours, and then ether (600 mL) was added. After stirring for 5 min, the mixture was allowed to stand for 10 min and then the organic solvents were decanted. The solid was collected by filtration and dried under high v...